Dataset: the Open Reaction Database (ORD), a public repository of structured organic reaction records. Task: describe an organic reaction: reactants, conditions, products, and yield Reactants: CC(C)C[Al+]CC(C)C, CCOC(=O)c1cnoc1-c1ccc(Cl)c(Cl)c1, Cl, [H-], C1CCOC1. Yields the product OCc1cnoc1-c1ccc(Cl)c(Cl)c1. As a reaction SMILES: [CH2:20]([Al+:21][CH2:22][CH:23]([CH3:24])[CH3:25])[CH:26]([CH3:27])[CH3:28].[Cl:1][c:2]1[cH:3][c:4](-[c:9]2[c:10]([C:14](=[O:15])[O:16][CH2:17][CH3:18])[cH:11][n:12][o:13]2)[cH:5][cH:6][c:7]1[Cl:8].[ClH:29].[H-:19].[O:30]1[CH2:31][CH2:32][CH2:33][CH2:34]1>>[Cl:1][c:2]1[cH:3][c:4](-[c:9]2[c:10]([CH2:14][OH:15])[cH:11][n:12][o:13]2)[cH:5][cH:6][c:7]1[Cl:8].